From a dataset of the Open Reaction Database (ORD), a public repository of structured organic reaction records. describe an organic reaction: reactants, conditions, products, and yield Reactants: CO, CC(C)c1nc2c(n1Cc1ccc(Cl)cc1)C(CC#N)CCC2, [K+], [OH-]. Yields the product CC(C)c1nc2c(n1Cc1ccc(Cl)cc1)C(CC(=O)O)CCC2. RXN SMILES: [CH3:26][OH:27].[Cl:1][c:2]1[cH:3][cH:4][c:5]([CH2:8][n:9]2[c:10]([CH:21]([CH3:22])[CH3:23])[n:11][c:12]3[c:13]2[CH:14]([CH2:18][C:19]#[N:20])[CH2:15][CH2:16][CH2:17]3)[cH:6][cH:7]1.[K+:25].[OH-:24]>>[Cl:1][c:2]1[cH:3][cH:4][c:5]([CH2:8][n:9]2[c:10]([CH:21]([CH3:22])[CH3:23])[n:11][c:12]3[c:13]2[CH:14]([CH2:18][C:19](=[O:24])[OH:27])[CH2:15][CH2:16][CH2:17]3)[cH:6][cH:7]1. Reactants: N1=C(C=CC=C1)C1(CC1)N (1-pyridin-2-ylcyclopropanamine), bis(hydrochloride), ClCCN(C(OC(C)(C)C)=O)CCCl (tert-butyl bis(2-chloroethyl)carbamate), C(C)(C)N(C(C)C)CC (N,N-diisopropylethylamine). Solvent: CN(C=O)C (N,N-dimethylformamide). Reaction conditions: temperature 100 celsius. Yields the product N1=C(C=CC=C1)C1(CC1)N1CCN(CC1)C(=O)OCCCC (butyl 4-(1-pyridin-2-ylcyclopropyl)piperazine-1-carboxylate). Yield: 17.0%. As a reaction SMILES: Cl[CH2:2][CH2:3][N:4]([CH2:12][CH2:13]Cl)[C:5](=[O:11])[O:6][C:7]([CH3:10])(C)C.[N:15]1[CH:20]=[CH:19][CH:18]=[CH:17][C:16]=1[C:21]1([NH2:24])[CH2:23][CH2:22]1.[CH:25](N(CC)C(C)C)(C)[CH3:26]>CN(C)C=O>[N:15]1[CH:20]=[CH:19][CH:18]=[CH:17][C:16]=1[C:21]1([N:24]2[CH2:2][CH2:3][N:4]([C:5]([O:6][CH2:7][CH2:10][CH2:25][CH3:26])=[O:11])[CH2:12][CH2:13]2)[CH2:23][CH2:22]1. Procedure details: To a stirred suspension of 0.32 g (1.3 mmol) of tert-butyl bis(2-chloroethyl)carbamate in 5 ml of N,N-diisopropylethylamine and 0.5 mL of anhydrous N,N-dimethylformamide was added 0.23 g (1.1 mmol) of 1-pyridin-2-ylcyclopropanamine, bis(hydrochloride) salt and the resulting mixture was heated to 100° C. for 15 h. The mixture was cooled to ambient temperature, quenched with water, and the aqueous phase extracted with ethyl acetate. The combined organics were washed with brine, dried over magnesiu... Reactants: C(CCC)N1C(NC(=CC1=O)C)=O (3-butyl-6-methyluracil), C(=O)([O-])[O-].[K+].[K+] (K2CO3), BrCCC(C)C (1-bromo-3-methyl butane). The solvent is CC(=O)C (acetone). Conditions: temperature 23 celsius. The product is C(CCC)N1C(N(C(=CC1=O)C)CCC(C)C)=O (3-Butyl-1-(3-methyl-butyl)-6-methyluracil). Yield: 91.0%. Reaction SMILES: [CH2:1]([N:5]1[C:10](=[O:11])[CH:9]=[C:8]([CH3:12])[NH:7][C:6]1=[O:13])[CH2:2][CH2:3][CH3:4].C([O-])([O-])=O.[K+].[K+].Br[CH2:21][CH2:22][CH:23]([CH3:25])[CH3:24]>CC(C)=O>[CH2:1]([N:5]1[C:10](=[O:11])[CH:9]=[C:8]([CH3:12])[N:7]([CH2:21][CH2:22][CH:23]([CH3:25])[CH3:24])[C:6]1=[O:13])[CH2:2][CH2:3][CH3:4] |f:1.2.3|. Procedure details: To 5.0 g (27 mmol) of 3-butyl-6-methyluracil in 100 mL of acetone was added 14.9 g (108 mmol) of K2CO3 followed by 4.07 g (27 mmol) of 1-bromo-3-methyl butane. The resulting mixture was refluxed for 48 h. After cooling to 23° C., the reaction mixtyre was filtered and evaporated to give the 8.2 g (24 mmol, a 91% yield) of the title compound as a yellow oil. Yield 91%.; 1H NMR (300 MHz, CDCl3); δ 0.91-0.98 (m, 6H), 1.25 (s, 3H), 1.32-1.40 (m, 2H), 1.48-1.80 (m, 5H), 2.15 (s, 3H), 3.67-3.83 (m, 2H)...